This data is from the Open Reaction Database (ORD), a public repository of structured organic reaction records. The task is: describe an organic reaction: reactants, conditions, products, and yield Yields the product CS(=O)(=O)NC(CCCCC1C[C@H]2[C@H](C[C@H]([C@@H]2\C=C\[C@H](CCCCC)O)O)S1)=O ((13E)-(6RS,9α,11α,15S)-N-Methanesulphonyl-6,9-epithio-11,15-dihydroxyprost-13-en-1-amide). Solvent: C(C)N(CC)CC (triethylamine), CN(C=O)C (N,N-dimethylformamide), CN(P(=O)(N(C)C)N(C)C)C (hexamethylphosphoramide). The yield is 62.1%. As a reaction SMILES: [S:1]1[C@H:12]2[CH2:13][C@@H:14]([OH:25])[C@H:15](/[CH:16]=[CH:17]/[C@@H:18]([OH:24])[CH2:19][CH2:20][CH2:21][CH2:22][CH3:23])[C@H:11]2[CH2:10][CH:2]1[CH2:3][CH2:4][CH2:5][CH2:6][C:7](O)=[O:8].ClC(OCC(C)C)=O.[CH3:34][S:35]([NH-:38])(=[O:37])=[O:36].[Na+].Cl>CN(C)P(N(C)C)(N(C)C)=O.C(N(CC)CC)C.CN(C)C=O>[CH3:34][S:35]([NH:38][C:7](=[O:8])[CH2:6][CH2:5][CH2:4][CH2:3][CH:2]1[S:1][C@H:12]2[CH2:13][C@@H:14]([OH:25])[C@H:15](/[CH:16]=[CH:17]/[C@@H:18]([OH:24])[CH2:19][CH2:20][CH2:21][CH2:22][CH3:23])[C@H:11]2[CH2:10]1)(=[O:37])=[O:36] |f:2.3|. Reported procedure: To a mixture of 100 mg of (13E)-(6RS,9α,11α,15S)-6,9-epithio-11,15- dihydroxyprost-13-enoic acid (prepared as described in Example 2), 1.5 ml of N,N-dimethylformamide and 37 μl of triethylamine was added 35 μl of isobutyl chloroformate at 0° C., and the mixture was stirred at that temperature for 25 minutes. To it was added a mixture of 128 mg of sodium methanesulphonylamide and 0.233 ml of hexamethylphosphoramide at room temperature, and the mixture was stirred at ambient temperature for 20 hou... Starting materials: S1C(CCCCC(=O)O)C[C@H]2[C@@H]1C[C@H]([C@@H]2\C=C\[C@H](CCCCC)O)O ((13E)-(6RS,9α,11α,15S)-6,9-epithio-11,15- dihydroxyprost-13-enoic acid), Cl (hydrochloric acid), ClC(=O)OCC(C)C (isobutyl chloroformate), CS(=O)(=O)[NH-].[Na+] (sodium methanesulphonylamide). Reaction conditions: time 25 minute. The product is CN(c1cc(Cl)c(F)cc1N)C1CC1. The reactants are CCOC(C)=O, CO, CN(c1cc(Cl)c(F)cc1[N+](=O)[O-])C1CC1. Reaction SMILES: [CH3:17][CH2:18][O:19][C:20](=[O:21])[CH3:22].[CH3:23][OH:24].[Cl:1][c:2]1[c:3]([F:16])[cH:4][c:5]([N+:13]([O-:14])=[O:15])[c:6]([N:8]([CH3:9])[CH:10]2[CH2:11][CH2:12]2)[cH:7]1>>[Cl:1][c:2]1[c:3]([F:16])[cH:4][c:5]([NH2:13])[c:6]([N:8]([CH3:9])[CH:10]2[CH2:11][CH2:12]2)[cH:7]1. The reactants are COC1=CC=C(C=C1)C1=CC=C(C(=N1)NCCCOC=1C=C2CC[C@H](C2=CC1)CC(=O)OCC)C(F)(F)F (ethyl [(1S)-5-(3-{[6-(4-methoxyphenyl)-3-(trifluoromethyl)-2-pyridinyl]amino}propoxy)-2,3-dihydro-1H-inden-1-yl]acetate), O (water), [Li+].[OH-] (LiOH). Run in C1CCOC1 (THF), CO (methanol). Reaction conditions: time 18 hour. Yields the product COC1=CC=C(C=C1)C1=CC=C(C(=N1)NCCCOC=1C=C2CC[C@H](C2=CC1)CC(=O)O)C(F)(F)F ([(1S)-5-(3-{[6-(4-methoxyphenyl)-3-(trifluoromethyl)-2-pyridinyl]amino}propoxy)-2,3-dihydro-1H-inden-1-yl]acetic acid). The yield is 75.5%. Reaction SMILES: [CH3:1][O:2][C:3]1[CH:8]=[CH:7][C:6]([C:9]2[N:14]=[C:13]([NH:15][CH2:16][CH2:17][CH2:18][O:19][C:20]3[CH:21]=[C:22]4[C:26](=[CH:27][CH:28]=3)[C@H:25]([CH2:29][C:30]([O:32]CC)=[O:31])[CH2:24][CH2:23]4)[C:12]([C:35]([F:38])([F:37])[F:36])=[CH:11][CH:10]=2)=[CH:5][CH:4]=1.O.[Li+].[OH-]>C1COCC1.CO>[CH3:1][O:2][C:3]1[CH:4]=[CH:5][C:6]([C:9]2[N:14]=[C:13]([NH:15][CH2:16][CH2:17][CH2:18][O:19][C:20]3[CH:21]=[C:22]4[C:26](=[CH:27][CH:28]=3)[C@H:25]([CH2:29][C:30]([OH:32])=[O:31])[CH2:24][CH2:23]4)[C:12]([C:35]([F:37])([F:38])[F:36])=[CH:11][CH:10]=2)=[CH:7][CH:8]=1 |f:2.3|. Reported procedure: To a solution of ethyl [(1S)-5-(3-{[6-(4-methoxyphenyl)-3-(trifluoromethyl)-2-pyridinyl]amino}propoxy)-2,3-dihydro-1H-inden-1-yl]acetate (Example 307) (0.05 g, 0.09 mmol) in THF (1 mL), methanol (1 mL), and water (0.5 mL) was added LiOH (0.02 g, 0.85 mmol). The mixture was stirred at rt for 18 h, and then concentrated under reduced pressure. The residue was taken up in water and acidified to pH ˜5 using H3PO4 (5% aqueous solution). The aqueous solution was then extracted with EtOAc. The combined... The reactants are [Al+3], CCOC(=O)C(C)ONC(=O)OC(C)(C)C, C1CCOC1, [H-], [H-], [H-], [H-], [Li+]. Product: CC(CO)ONC(=O)OC(C)(C)C. As a reaction SMILES: [Al+3:2].[C:7]([CH3:8])([CH3:9])([CH3:10])[O:11][C:12](=[O:13])[NH:14][O:15][CH:16]([C:17](=[O:18])[O:19][CH2:20][CH3:21])[CH3:22].[CH2:23]1[O:24][CH2:25][CH2:26][CH2:27]1.[H-:1].[H-:4].[H-:5].[H-:6].[Li+:3]>>[C:7]([CH3:8])([CH3:9])([CH3:10])[O:11][C:12](=[O:13])[NH:14][O:15][CH:16]([CH2:17][OH:18])[CH3:22]. The reactants are C1(CCC2=CC=CC=C12)=O (2,3-dihydro-1H-inden-1-one), CS(=O)(=O)O (methanesulfonic acid), [OH-].[Na+] (sodium hydroxide), [N-]=[N+]=[N-].[Na+] (Sodium azide). The solvent is C(Cl)Cl (DCM). Conditions: temperature 0 celsius, time 2 hour. Product: N1C(CCC2=CC=CC=C12)=O (3,4-dihydroquinolin-2(1H)-one). Isolated yield 58.8%. Reaction SMILES: [C:1]1(=[O:10])[C:9]2[C:4](=[CH:5][CH:6]=[CH:7][CH:8]=2)[CH2:3][CH2:2]1.CS(O)(=O)=O.[N-:16]=[N+]=[N-].[Na+].[OH-].[Na+]>C(Cl)Cl>[NH:16]1[C:9]2[C:4](=[CH:5][CH:6]=[CH:7][CH:8]=2)[CH2:3][CH2:2][C:1]1=[O:10] |f:2.3,4.5|. Procedure details: Step 1 A solution of 2,3-dihydro-1H-inden-1-one (1 g, 7.57 mmol) in DCM (10 mL) was treated with methanesulfonic acid (10 mL) and cooled to 0° C. Sodium azide (0.984 g, 15.13 mmol) was added and the mixture was stirred at 0° C. for 2 h, then at rt overnight. The mixture was made basic with 20% aqueous sodium hydroxide and extracted with DCM. The organic phase was washed with water, dried and concentrated. The residue was purified by column chromatography (eluting with hexane-EtOAc) to provide 3,... Starting materials: NCCCCCCCCN (1,8 diaminooctane), C1(=CC=CC=C1)N=C=O (phenylisocyanate). Solvent: CCOCC (ether). Yields the product C1(=CC=CC=C1)NC(=O)NCCCCCCCCN (1-phenyl-3-(aminooctyl) urea). As a reaction SMILES: [NH2:1][CH2:2][CH2:3][CH2:4][CH2:5][CH2:6][CH2:7][CH2:8][CH2:9][NH2:10].[C:11]1([N:17]=[C:18]=[O:19])[CH:16]=[CH:15][CH:14]=[CH:13][CH:12]=1>CCOCC>[C:11]1([NH:17][C:18]([NH:1][CH2:2][CH2:3][CH2:4][CH2:5][CH2:6][CH2:7][CH2:8][CH2:9][NH2:10])=[O:19])[CH:16]=[CH:15][CH:14]=[CH:13][CH:12]=1. Procedure details: 22 grams (0.139 moles) 1,8 diaminooctane in 300 cc ether was reacted with 7.0 gms (.059 mole) phenylisocyanate. The precipitate was filtered and washed with ether, yielding 10.9 gms. Recrystallized from dimethylformamide and recovered 7.8 gms having a melting point of 200°-217°C. The reactants are CCOC(C)=O, C1CCC2=NCCCN2CC1, C1CCOC1, CCCCCC, CC(C)O, O=[N+]([O-])C=Cc1ccc2c(c1)OCO2, CC=CCCC(=O)CC(=O)OC. The product is CC=CCCC(=O)C(C(=O)OC)C(C[N+](=O)[O-])c1ccc2c(c1)OCO2. As a reaction SMILES: [C:44]([O:45][CH2:46][CH3:47])(=[O:48])[CH3:49].[CH2:27]1[CH2:28][CH2:29][C:30]2=[N:35][CH2:34][CH2:33][CH2:32][N:31]2[CH2:36][CH2:37]1.[CH2:54]1[O:55][CH2:56][CH2:57][CH2:58]1.[CH3:38][CH2:39][CH2:40][CH2:41][CH2:42][CH3:43].[CH:50]([OH:51])([CH3:52])[CH3:53].[N+:13](=[O:14])([O-:15])[CH:16]=[CH:17][c:18]1[cH:19][c:20]2[c:21]([cH:25][cH:26]1)[O:22][CH2:23][O:24]2.[O:1]=[C:2]([CH2:3][C:4](=[O:5])[O:6][CH3:7])[CH2:8][CH2:9][CH:10]=[CH:11][CH3:12]>>[O:1]=[C:2]([CH:3]([C:4](=[O:5])[O:6][CH3:7])[CH:17]([CH2:16][N+:13](=[O:14])[O-:15])[c:18]1[cH:19][c:20]2[c:21]([cH:25][cH:26]1)[O:22][CH2:23][O:24]2)[CH2:8][CH2:9][CH:10]=[CH:11][CH3:12]. The reactants are CC1(C)COC(c2ccc(C(C)(C)C)cc2C=O)=N1, OCCCO, Cc1ccc(S(=O)(=O)[O-])cc1, c1ccccc1, c1cc[nH+]cc1. Yields the product CC1(C)COC(c2ccc(C(C)(C)C)cc2C2OCCCO2)=N1. Reaction SMILES: [C:1]([CH3:2])([CH3:3])([CH3:4])[c:5]1[cH:6][cH:7][c:8]([C:13]2=[N:17][C:16]([CH3:18])([CH3:19])[CH2:15][O:14]2)[c:9]([CH:10]=[O:11])[cH:12]1.[CH2:37]([CH2:38][CH2:39][OH:40])[OH:41].[c:20]1([CH3:21])[cH:22][cH:23][c:24]([S:25]([O-:26])(=[O:27])=[O:28])[cH:29][cH:30]1.[cH:42]1[cH:43][cH:44][cH:45][cH:46][cH:47]1.[nH+:31]1[cH:32][cH:33][cH:34][cH:35][cH:36]1>>[C:1]([CH3:2])([CH3:3])([CH3:4])[c:5]1[cH:6][cH:7][c:8]([C:13]2=[N:17][C:16]([CH3:18])([CH3:19])[CH2:15][O:14]2)[c:9]([CH:10]2[O:11][CH2:37][CH2:38][CH2:39][O:40]2)[cH:12]1. Starting materials: C(C1=CC=CC=C1)N1N=C(C2=CC=CC=C12)C1=CC(=CC=C1)C(=O)OCC (1-benzyl-3-(3′-ethoxycarbonylphenyl)indazole), CC=1C=C(C(=O)C2=CC=CC=C2)C=CC1 (3-Methylbenzophenone), ( c ), ( d ). Product: C(C1=CC=CC=C1)(=O)C=1C=C(C(=O)O)C=CC1 (3-benzoylbenzoic acid), C(C1=CC=CC=C1)(=O)C=1C=C(C(=O)OCC)C=CC1 (ethyl 3-benzoylbenzoate). The yield is 86.3%. RXN SMILES: CC1C=C(C=CC=1)C(C1C=CC=CC=1)=[O:6].C(N1[C:31]2[C:26](=[CH:27][CH:28]=[CH:29][CH:30]=2)[C:25]([C:32]2[CH:37]=[CH:36][CH:35]=[C:34]([C:38]([O:40][CH2:41][CH3:42])=[O:39])[CH:33]=2)=N1)C1C=CC=CC=1>>[C:25]([C:32]1[CH:33]=[C:34]([CH:35]=[CH:36][CH:37]=1)[C:38]([OH:40])=[O:39])(=[O:6])[C:26]1[CH:31]=[CH:30][CH:29]=[CH:28][CH:27]=1.[C:25]([C:32]1[CH:33]=[C:34]([CH:35]=[CH:36][CH:37]=1)[C:38]([O:40][CH2:41][CH3:42])=[O:39])(=[O:6])[C:26]1[CH:31]=[CH:30][CH:29]=[CH:28][CH:27]=1. Procedure: 3-Methylbenzophenone was treated sequentially with the procedures (a), (b), (c), and (d) in Example 18 to obtain, in the corresponding order, 3-benzoylbenzoic acid (yield: 72%), ethyl 3-benzoylbenzoate (yield: 86.3%), and 1-benzyl-3-(3′-ethoxycarbonylphenyl)indazole in a yield of 25.5%. Procedure details: To a solution of sodium methylate, prepared from 0.51 g of sodium and 20 ml of methanol, at -10° C. were added 3.5 g of 3,4-dichloro-2-picoline-N-oxide in 20 ml of anhydrous methanol. The mixture was allowed to warm slowly to room temperature and was then heated to reflux for 1 hour. The solvent was now removed by distillation under reduced pressure, water was added to the residue, the mixture was extracted with dichloromethane, and the solvent was evaporated off. Colorless crystals from diisopr... Reactants: C[O-].[Na+] (sodium methylate), [Na] (sodium), ClC1=C([N+](=CC=C1Cl)[O-])C (3,4-dichloro-2-picoline-N-oxide). Yields the product ClC1=C([N+](=CC=C1OC)[O-])C (3-Chloro-4-methoxy-2-picoline-N-oxide). As a reaction SMILES: [CH3:1][O-:2].[Na+].[Na].[Cl:5][C:6]1[C:11](Cl)=[CH:10][CH:9]=[N+:8]([O-:13])[C:7]=1[CH3:14]>CO>[Cl:5][C:6]1[C:11]([O:2][CH3:1])=[CH:10][CH:9]=[N+:8]([O-:13])[C:7]=1[CH3:14] |f:0.1,^1:3|. Run in CO (methanol), CO (methanol).